This data is from the Open Reaction Database (ORD), a public repository of structured organic reaction records. The task is: describe an organic reaction: reactants, conditions, products, and yield The reactants are CC(C)([O-])C.[K+] (potassium tert-butoxide), CC1=CC2=C(NN=N2)C=C1 (5-methylbenzotriazole), ClC1(OC(=O)C2=CC=CC(=C12)[N+](=O)[O-])C1=CC=CC=C1 (3-chloro-3-phenyl-4-nitrophthalide). Run in CN(C=O)C (dimethylformamide), CN(C=O)C (dimethylformamide). Run at time 20 minute. The product is C1(=CC=CC=C1)C1(OC(=O)C2=CC=CC(=C12)[N+](=O)[O-])N1N=NC2=C1C=CC(=C2)C (3-phenyl-3-(5-methyl-1-benzotriazolyl)-4-nitrophthalide). As a reaction SMILES: CC(C)([O-])C.[K+].[CH3:7][C:8]1[CH:16]=[CH:15][C:11]2[NH:12][N:13]=[N:14][C:10]=2[CH:9]=1.Cl[C:18]1([C:31]2[CH:36]=[CH:35][CH:34]=[CH:33][CH:32]=2)[C:27]2[C:22](=[CH:23][CH:24]=[CH:25][C:26]=2[N+:28]([O-:30])=[O:29])[C:20](=[O:21])[O:19]1>CN(C)C=O>[C:31]1([C:18]2([N:12]3[C:11]4[CH:15]=[CH:16][C:8]([CH3:7])=[CH:9][C:10]=4[N:14]=[N:13]3)[C:27]3[C:22](=[CH:23][CH:24]=[CH:25][C:26]=3[N+:28]([O-:30])=[O:29])[C:20](=[O:21])[O:19]2)[CH:32]=[CH:33][CH:34]=[CH:35][CH:36]=1 |f:0.1|. Reported procedure: To 37 ml of thionyl chloride was added 40 g of 2-benzoyl-3-nitrobenzoic acid. The mixture was heated and stirred for 4 hours on an oil bath kept at a temperature of 50° to 60° C. Excess thionyl chloride was distilled away under reduced pressure, and 40.2 g of 3-chloro-3-phenyl-4-nitrophthalide was obtained as a brown oily substance. Separately, 9.0 g (0.08 mol.) of potassium tert-butoxide and 9.3 g (0.07 mol.) of 5-methylbenzotriazole were added to 300 ml of dried dimethylformamide, and stirred ... Reactants: CC=1N=C(SC1C(C)O)C1=CC=C(C=C1)C(F)(F)F (1-[4-Methyl-2-(4-trifluoromethyl-phenyl)-thiazol-5-yl]-ethanol). Reagents/catalysts: O=[Mn]=O (MnO2), O=[Mn]=O (MnO2). The solvent is C(Cl)(Cl)Cl (chloroform). The product is CC=1N=C(SC1C(C)=O)C1=CC=C(C=C1)C(F)(F)F (1-[4-Methyl-2-(4-trifluoromethyl-phenyl)-thiazol-5-yl]-ethanone). Isolated yield 100.7%. RXN SMILES: [CH3:1][C:2]1[N:3]=[C:4]([C:10]2[CH:15]=[CH:14][C:13]([C:16]([F:19])([F:18])[F:17])=[CH:12][CH:11]=2)[S:5][C:6]=1[CH:7]([OH:9])[CH3:8]>C(Cl)(Cl)Cl.O=[Mn]=O>[CH3:1][C:2]1[N:3]=[C:4]([C:10]2[CH:15]=[CH:14][C:13]([C:16]([F:19])([F:18])[F:17])=[CH:12][CH:11]=2)[S:5][C:6]=1[C:7](=[O:9])[CH3:8]. Procedure details: A mixture of 1-[4-Methyl-2-(4-trifluoromethyl-phenyl)-thiazol-5-yl]-ethanol (1.0 g, 3.48 mmol) and MnO2 (0.45 g, 5.22 mmol) in chloroform (30 mL) is heated to reflux, after 24 hrs, additional MnO2 (300 mg) is added and refluxed for another 9 hrs, the reaction mixture is filtered through celite. Concentration of filtrate yields the title compound (1.0 g).